Dataset: the Open Reaction Database (ORD), a public repository of structured organic reaction records. Task: describe an organic reaction: reactants, conditions, products, and yield Starting materials: BrC1=CC=C(C=C1)[C@H](C)N ((S)-1-(4-Bromo-phenyl)-ethylamine), NaB(OAc)3, C(C)(=O)O (acetic acid), OC(CC=O)(COC)C1=CC=CC=C1 (3-hydroxy-4-methoxy-3-phenyl-butyraldehyde). The solvent is O1CCCC1 (tetrahydrofuran). Conditions: time 2 hour. The product is BrC1=CC=C(C=C1)[C@H](C)NCCC(COC)(O)C1=CC=CC=C1 (4-[(S)-1-(4-Bromo-phenyl)-ethylamino]-1-methoxy-2-phenyl-butan-2-ol). As a reaction SMILES: [Br:1][C:2]1[CH:7]=[CH:6][C:5]([C@@H:8]([NH2:10])[CH3:9])=[CH:4][CH:3]=1.C(O)(=O)C.[OH:15][C:16]([C:23]1[CH:28]=[CH:27][CH:26]=[CH:25][CH:24]=1)([CH2:20][O:21][CH3:22])[CH2:17][CH:18]=O>O1CCCC1>[Br:1][C:2]1[CH:7]=[CH:6][C:5]([C@@H:8]([NH:10][CH2:18][CH2:17][C:16]([C:23]2[CH:28]=[CH:27][CH:26]=[CH:25][CH:24]=2)([OH:15])[CH2:20][O:21][CH3:22])[CH3:9])=[CH:4][CH:3]=1. Procedure: (S)-1-(4-Bromo-phenyl)-ethylamine (0.93 g), NaB(OAc)3 (0.98 g), and acetic acid (0.27 mL) were added in the given order to a solution of 3-hydroxy-4-methoxy-3-phenyl-butyraldehyde (0.90 g) in tetrahydrofuran (20 mL) at ca. 10-15° C. The cooling bath was removed and the mixture was stirred at room temperature for 2 h. Then, water (50 mL) and 1 M aqueous NaOH solution (20 mL) were added and the resulting mixture was stirred for another 30 min. The mixture was extracted with ethyl acetate and the c...